This data is from the Open Reaction Database (ORD), a public repository of structured organic reaction records. The task is: describe an organic reaction: reactants, conditions, products, and yield The reactants are CC(C)(C)OC(=O)N(CCOc1cc(Cl)cc(C(=O)O)c1)c1ccncc1, COC(=O)CCCNc1ccccc1F, CN(C)c1ccncc1, CCN(C(C)C)C(C)C, O=C(Cl)C(=O)Cl, ClCCl, CN(C)C=O. The product is COC(=O)CCCN(C(=O)c1cc(Cl)cc(OCCN(C(=O)OC(C)(C)C)c2ccncc2)c1)c1ccccc1F. As a reaction SMILES: [C:7]([CH3:8])([CH3:9])([CH3:10])[O:11][C:12](=[O:13])[N:14]([CH2:15][CH2:16][O:17][c:18]1[cH:19][c:20]([C:21](=[O:22])[OH:23])[cH:24][c:25]([Cl:27])[cH:26]1)[c:28]1[cH:29][cH:30][n:31][cH:32][cH:33]1.[CH3:34][O:35][C:36]([CH2:37][CH2:38][CH2:39][NH:40][c:41]1[c:42]([F:47])[cH:43][cH:44][cH:45][cH:46]1)=[O:48].[CH3:66][N:67]([c:68]1[cH:69][cH:70][n:71][cH:72][cH:73]1)[CH3:74].[CH:49]([N:50]([CH2:51][CH3:52])[CH:53]([CH3:54])[CH3:55])([CH3:56])[CH3:57].[Cl:1][C:2]([C:3]([Cl:4])=[O:5])=[O:6].[Cl:58][CH2:59][Cl:60].[O:61]=[CH:62][N:63]([CH3:64])[CH3:65]>>[C:7]([CH3:8])([CH3:9])([CH3:10])[O:11][C:12](=[O:13])[N:14]([CH2:15][CH2:16][O:17][c:18]1[cH:19][c:20]([C:21](=[O:22])[N:40]([CH2:39][CH2:38][CH2:37][C:36]([O:35][CH3:34])=[O:48])[c:41]2[c:42]([F:47])[cH:43][cH:44][cH:45][cH:46]2)[cH:24][c:25]([Cl:27])[cH:26]1)[c:28]1[cH:29][cH:30][n:31][cH:32][cH:33]1. Starting materials: C=CCN, C1CCOC1, CC(=O)O, CC(=O)Nc1nc(C)c(-c2ccc(C=O)s2)s1, [Mg+2], O=S(=O)([O-])[O-]. Yields the product C=CCN=Cc1ccc(-c2sc(NC(C)=O)nc2C)s1. As a reaction SMILES: [CH2:24]([CH:25]=[CH2:26])[NH2:27].[CH2:32]1[O:33][CH2:34][CH2:35][CH2:36]1.[CH3:28][C:29](=[O:30])[OH:31].[CH:7](=[O:8])[c:9]1[cH:10][cH:11][c:12](-[c:14]2[c:15]([CH3:23])[n:16][c:17]([NH:19][C:20]([CH3:21])=[O:22])[s:18]2)[s:13]1.[Mg+2:1].[O-:2][S:3](=[O:4])(=[O:5])[O-:6]>>[CH:7]([c:9]1[cH:10][cH:11][c:12](-[c:14]2[c:15]([CH3:23])[n:16][c:17]([NH:19][C:20]([CH3:21])=[O:22])[s:18]2)[s:13]1)=[N:27][CH2:24][CH:25]=[CH2:26]. The reactants are C1CCNCC1, CC(=O)O, CO, O=Cc1ccccc1, CC(=O)Nc1ccc2c(c1)CCC2=O. Product: CC(=O)Nc1ccc2c(c1)CC(=Cc1ccccc1)C2=O. As a reaction SMILES: [CH2:27]1[CH2:28][CH2:29][NH:30][CH2:31][CH2:32]1.[CH3:23][C:24](=[O:25])[OH:26].[CH3:33][OH:34].[CH:15](=[O:16])[c:17]1[cH:18][cH:19][cH:20][cH:21][cH:22]1.[O:1]=[C:2]1[CH2:3][CH2:4][c:5]2[cH:6][c:7]([NH:11][C:12]([CH3:13])=[O:14])[cH:8][cH:9][c:10]21>>[O:1]=[C:2]1[C:3](=[CH:15][c:17]2[cH:18][cH:19][cH:20][cH:21][cH:22]2)[CH2:4][c:5]2[cH:6][c:7]([NH:11][C:12]([CH3:13])=[O:14])[cH:8][cH:9][c:10]21. Starting materials: BrC1=CN=C(S1)C=1C=CC(=C(C#N)C1)CC(C)C (5-(5-bromo-1,3-thiazol-2-yl)-2-(2-methylpropyl)benzonitrile), C(C)C1=C(C=O)C=CC=C1B1OC(C(O1)(C)C)(C)C (2-ethyl-3-(4,4,5,5-tetramethyl-1,3,2-dioxaborolan-2-yl)benzaldehyde), C(=O)([O-])[O-].[Cs+].[Cs+] (Cs2CO3). The reagents and catalysts are C1=CC=C(C=C1)P([C-]2C=CC=C2)C3=CC=CC=C3.C1=CC=C(C=C1)P([C-]2C=CC=C2)C3=CC=CC=C3.Cl[Pd]Cl.[Fe+2].C(Cl)Cl (PdCl2(dppf) CH2Cl2). The solvent is COCCOC (1,2-dimethoxyethane), O (water). Run at temperature 120 celsius. The product is C(C)C1=C(C=CC=C1C=O)C1=CN=C(S1)C=1C=CC(=C(C#N)C1)CC(C)C (5-[5-(2-ethyl-3-formylphenyl)-1,3-thiazol-2-yl]-2-(2-methylpropyl)benzonitrile). Yield: 188.2%. As a reaction SMILES: Br[C:2]1[S:6][C:5]([C:7]2[CH:8]=[CH:9][C:10]([CH2:15][CH:16]([CH3:18])[CH3:17])=[C:11]([CH:14]=2)[C:12]#[N:13])=[N:4][CH:3]=1.[CH2:19]([C:21]1[C:28](B2OC(C)(C)C(C)(C)O2)=[CH:27][CH:26]=[CH:25][C:22]=1[CH:23]=[O:24])[CH3:20].C([O-])([O-])=O.[Cs+].[Cs+]>COCCOC.O.C1C=CC(P(C2C=CC=CC=2)[C-]2C=CC=C2)=CC=1.C1C=CC(P(C2C=CC=CC=2)[C-]2C=CC=C2)=CC=1.Cl[Pd]Cl.[Fe+2].C(Cl)Cl>[CH2:19]([C:21]1[C:22]([CH:23]=[O:24])=[CH:25][CH:26]=[CH:27][C:28]=1[C:2]1[S:6][C:5]([C:7]2[CH:8]=[CH:9][C:10]([CH2:15][CH:16]([CH3:18])[CH3:17])=[C:11]([CH:14]=2)[C:12]#[N:13])=[N:4][CH:3]=1)[CH3:20] |f:2.3.4,7.8.9.10.11|. Reported procedure: To a solution of 5-(5-bromo-1,3-thiazol-2-yl)-2-(2-methylpropyl)benzonitrile (D91) (1.1 g), 2-ethyl-3-(4,4,5,5-tetramethyl-1,3,2-dioxaborolan-2-yl)benzaldehyde (D5) (443 mg) and Cs2CO3 (1.12 g) in 1,2-dimethoxyethane (DME) (15 mL) and water (3 mL) stirred under nitrogen at room temperature was added PdCl2(dppf)-CH2Cl2 adduct (2.80 g) in one charge. The reaction vessel was sealed and heated under microwave at 120° C. for 1.5 h. After cooling the reaction, the reaction mixture was filtered through...